describe an organic reaction: reactants, conditions, products, and yield From a dataset of the Open Reaction Database (ORD), a public repository of structured organic reaction records. Starting materials: O=C([O-])[O-], [Cs+], [Cs+], COc1cc(Nc2ncc(C)c(Nc3ccc4oc(=O)[nH]c4c3)n2)cc(C)c1F, O=C(O)C(F)(F)F, CN(C)C=O, O, CC(C)(C)OP(=O)(OCCl)OC(C)(C)C. The product is COc1cc(Nc2ncc(C)c(Nc3ccc4oc(=O)n(COP(=O)(OC(C)(C)C)OC(C)(C)C)c4c3)n2)cc(C)c1F. As a reaction SMILES: [C:42](=[O:43])([O-:44])[O-:45].[Cs+:46].[Cs+:47].[F:13][c:14]1[c:15]([O:40][CH3:41])[cH:16][c:17]([NH:21][c:22]2[n:23][cH:24][c:25]([CH3:39])[c:26]([NH:28][c:29]3[cH:30][cH:31][c:32]4[c:33]([nH:34][c:35](=[O:37])[o:36]4)[cH:38]3)[n:27]2)[cH:18][c:19]1[CH3:20].[F:6][C:7]([F:8])([F:9])[C:10]([OH:11])=[O:12].[O:1]=[CH:2][N:3]([CH3:4])[CH3:5].[OH2:63].[P:48](=[O:49])([O:50][C:51]([CH3:52])([CH3:53])[CH3:54])([O:55][C:56]([CH3:57])([CH3:58])[CH3:59])[O:60][CH2:61][Cl:62]>>[F:13][c:14]1[c:15]([O:40][CH3:41])[cH:16][c:17]([NH:21][c:22]2[n:23][cH:24][c:25]([CH3:39])[c:26]([NH:28][c:29]3[cH:30][cH:31][c:32]4[c:33]([n:34]([CH2:61][O:60][P:48](=[O:49])([O:50][C:51]([CH3:52])([CH3:53])[CH3:54])[O:55][C:56]([CH3:57])([CH3:58])[CH3:59])[c:35](=[O:37])[o:36]4)[cH:38]3)[n:27]2)[cH:18][c:19]1[CH3:20]. The product is ClC=1C=C(C=CC1F)N1C(CC(C1)S(=O)(=O)C1=C(C=CC=C1)C(F)(F)F)C(=O)O (1-(3-Chloro-4-fluoro-phenyl)-4-(2-trifluoromethyl-benzenesulfonyl)-pyrrolidine-2-carboxylic acid). Reactants: C(C)OC(=O)C1N(CC(C1)S(=O)(=O)C1=C(C=CC=C1)C(F)(F)F)C1=CC(=C(C=C1)F)Cl (1-(3-chloro-4-fluoro-phenyl)-4-(2-trifluoromethyl-benzenesulfonyl)-pyrrolidine-2-carboxylic acid ethyl ester), [OH-].[Li+] (lithium hydroxide). Reported procedure: In analogy to the procedure described in example 253e, 1-(3-chloro-4-fluoro-phenyl)-4-(2-trifluoromethyl-benzenesulfonyl)-pyrrolidine-2-carboxylic acid ethyl ester was saponified in the presence of lithium hydroxide to give the title compound as yellow solid which was used in the next step without further purification. As a reaction SMILES: C([O:3][C:4]([CH:6]1[CH2:10][CH:9]([S:11]([C:14]2[CH:19]=[CH:18][CH:17]=[CH:16][C:15]=2[C:20]([F:23])([F:22])[F:21])(=[O:13])=[O:12])[CH2:8][N:7]1[C:24]1[CH:29]=[CH:28][C:27]([F:30])=[C:26]([Cl:31])[CH:25]=1)=[O:5])C.[OH-].[Li+]>>[Cl:31][C:26]1[CH:25]=[C:24]([N:7]2[CH2:8][CH:9]([S:11]([C:14]3[CH:19]=[CH:18][CH:17]=[CH:16][C:15]=3[C:20]([F:22])([F:21])[F:23])(=[O:12])=[O:13])[CH2:10][CH:6]2[C:4]([OH:5])=[O:3])[CH:29]=[CH:28][C:27]=1[F:30] |f:1.2|. The reactants are [Si](C)(C)(C(C)(C)C)O[C@@H]1CC(C[C@H](C1=C)O[Si](C)(C)C(C)(C)C)O ((3R,5R)-3,5-bis[(tert-butyldimethylsilyl)oxy]-4-methylenecyclohexanol), [Si](C)(C)(C(C)(C)C)O[C@@H]1CC(C[C@H](C1=C)O[Si](C)(C)C(C)(C)C)O ((3R,5R)-3,5-bis[(tert-butyldimethylsilyl)oxy]-4-methylenecyclohexanol), CC([O-])C.[Al+3].CC([O-])C.CC([O-])C (aluminum isopropoxide), C1(CCCCC1)=O (cyclohexanone). Solvent: C1(=CC=CC=C1)C (toluene). Yields the product [Si](C)(C)(C(C)(C)C)O[C@@H]1CC(C[C@H](C1=C)O[Si](C)(C)C(C)(C)C)=O ((3R,5R)-3,5-bis[(tert-butyldimethylsilyl)oxy]-4-methylenecyclohexanone). Reaction SMILES: [Si:1]([O:8][C@H:9]1[C:14](=[CH2:15])[C@H:13]([O:16][Si:17]([C:20]([CH3:23])([CH3:22])[CH3:21])([CH3:19])[CH3:18])[CH2:12][CH:11]([OH:24])[CH2:10]1)([C:4]([CH3:7])([CH3:6])[CH3:5])([CH3:3])[CH3:2].CC(C)[O-].[Al+3].CC(C)[O-].CC(C)[O-].C1(=O)CCCCC1>C1(C)C=CC=CC=1>[Si:1]([O:8][C@H:9]1[C:14](=[CH2:15])[C@H:13]([O:16][Si:17]([C:20]([CH3:23])([CH3:22])[CH3:21])([CH3:19])[CH3:18])[CH2:12][C:11](=[O:24])[CH2:10]1)([C:4]([CH3:7])([CH3:6])[CH3:5])([CH3:3])[CH3:2] |f:1.2.3.4|. Procedure details: For example, a solution of (3R,5R)-3,5-bis[(tert-butyldimethylsilyl)oxy]-4-methylenecyclohexanol (compound 9) in toluene is made to react with aluminum isopropoxide and cyclohexanone to produce (3R,5R)-3,5-bis[(tert-butyldimethylsilyl)oxy]-4-methylenecyclohexanone (compound 10). The reactants are O=CO, Nc1nc(N)c(N)c(O)n1. Product: Nc1nc(N)c(NC=O)c(O)n1. Reaction SMILES: [CH:11](=[O:12])[OH:13].[NH2:1][c:2]1[n:3][c:4]([OH:10])[c:5]([NH2:9])[c:6]([NH2:8])[n:7]1>>[NH2:1][c:2]1[n:3][c:4]([OH:10])[c:5]([NH:9][CH:11]=[O:12])[c:6]([NH2:8])[n:7]1. The reactants are C(C1=CC=CC=C1)O[C@@H]1[C@H]([C@H](OCC=C)O[C@@H]([C@H]1O)CO)NC(CCCCCCCCCCCCCCC)=O (allyl 3-O-benzyl-2-deoxy-2-palmitamido-β-D-glucopyranoside), N12NCC(CC1)CC2 (diazabicyclo[2.2.2]octane). The reagents and catalysts are [Rh]Cl.C1(=CC=CC=C1)P(C1=CC=CC=C1)C1=CC=CC=C1.C1(=CC=CC=C1)P(C1=CC=CC=C1)C1=CC=CC=C1.C1(=CC=CC=C1)P(C1=CC=CC=C1)C1=CC=CC=C1 (tris(triphenylphosphine) rhodium(I) chloride). The solvent is C(C)O.C1=CC=CC=C1.O (ethanol benzene water). Run at time 24 hour. Product: C(C1=CC=CC=C1)O[C@@H]1[C@H]([C@H](OC=CC)O[C@@H]([C@H]1O)CO)NC(CCCCCCCCCCCCCCC)=O (1-Propenyl 3-O-benzyl-2-deoxy-2-palmitamido-β-D-glucopyranoside). RXN SMILES: [CH2:1]([O:8][C@H:9]1[C@H:18]([OH:19])[C@@H:17]([CH2:20][OH:21])[O:16][C@@H:11]([O:12][CH2:13][CH:14]=[CH2:15])[C@@H:10]1[NH:22][C:23](=[O:39])[CH2:24][CH2:25][CH2:26][CH2:27][CH2:28][CH2:29][CH2:30][CH2:31][CH2:32][CH2:33][CH2:34][CH2:35][CH2:36][CH2:37][CH3:38])[C:2]1[CH:7]=[CH:6][CH:5]=[CH:4][CH:3]=1.N12CCC(CC1)CN2>C(O)C.C1C=CC=CC=1.O.[Rh]Cl.C1(P(C2C=CC=CC=2)C2C=CC=CC=2)C=CC=CC=1.C1(P(C2C=CC=CC=2)C2C=CC=CC=2)C=CC=CC=1.C1(P(C2C=CC=CC=2)C2C=CC=CC=2)C=CC=CC=1>[CH2:1]([O:8][C@H:9]1[C@H:18]([OH:19])[C@@H:17]([CH2:20][OH:21])[O:16][C@@H:11]([O:12][CH:13]=[CH:14][CH3:15])[C@@H:10]1[NH:22][C:23](=[O:39])[CH2:24][CH2:25][CH2:26][CH2:27][CH2:28][CH2:29][CH2:30][CH2:31][CH2:32][CH2:33][CH2:34][CH2:35][CH2:36][CH2:37][CH3:38])[C:2]1[CH:3]=[CH:4][CH:5]=[CH:6][CH:7]=1 |f:2.3.4,5.6.7.8|. Procedure: To a solution of Compound 5 (3.2 g., 5.84 mmol) in ethanol:benzene:water (7:3:1, v/v) (250 ml.) were added diazabicyclo[2.2.2]octane (0.2 g, 1.8 mmol) and tris(triphenylphosphine) rhodium(I) chloride (0.4 g., 0.43 mmol). The mixture was stirred for 24 h. under reflux. Solvents were evaporated and coevaporated with toluene. A portion of the product, purified on a column of silica gel, afforded an amorphous solid, [α]D25 -7.4°, [α]43625 -13/3° (chloroform). Reactants: S([O-])(O)=O.[Na+] (Sodium bisulphite), [OH-].[Na+] (sodium hydroxide), NC1=CC=CC2=CC(=CC=C12)S(=O)(=O)O (1-amino-6-sulphonaphtalene), NC=1C=C(C=CC1)P(O)(O)=O (3-aminophenylphosphonic acid), Cl (hydrochloric acid), Congo Red, S(=O)=O (sulphur dioxide). Procedure details: Sodium bisulphite liquor (40% -- 23 parts), sodium hydroxide liquor (70° Tw -- 8.1 parts), salt (1.8 parts), 1-amino-6-sulphonaphtalene (11.2 parts) and 3-aminophenylphosphonic acid (10.4 parts) are heated in a sealed tube for 10 hours at 130° C. After cooling the tube is opened and hydrochloric acid (36% - 13.9 parts) is added until an acid reaction is obtained on Congo Red paper. The suspension is boiled under reflux for 1 hour until evolution of sulphur dioxide has essentially ceased. During ... Reaction SMILES: S(=O)(O)[O-].[Na+].[OH-].[Na+].[NH2:8][C:9]1[C:18]2[C:13](=[CH:14][C:15]([S:19]([OH:22])(=[O:21])=[O:20])=[CH:16][CH:17]=2)[CH:12]=[CH:11][CH:10]=1.N[C:24]1[CH:25]=[C:26]([P:30](=[O:33])([OH:32])[OH:31])[CH:27]=[CH:28][CH:29]=1.Cl.S(=O)=O>>[P:30]([C:26]1[CH:25]=[C:24]([NH:8][C:9]2[C:18]3[C:13](=[CH:14][C:15]([S:19]([OH:22])(=[O:20])=[O:21])=[CH:16][CH:17]=3)[CH:12]=[CH:11][CH:10]=2)[CH:29]=[CH:28][CH:27]=1)([OH:33])([OH:32])=[O:31] |f:0.1,2.3|. The product is P(=O)(O)(O)C=1C=C(C=CC1)NC1=CC=CC2=CC(=CC=C12)S(=O)(=O)O (1-(3-phosphonophenylamino)-6-sulphonaphthalene). Starting materials: C(C)(=O)OC(C)=O (acetic anhydride). The reagents and catalysts are [Cl-].[Zn+2].[Cl-] (zinc chloride). Reaction conditions: temperature 140 celsius. Yields the product C(C)(=O)OCCCCOC(C)=O (Tetramethylene glycol diacetate). The yield is 31.0%. RXN SMILES: [C:1]([O:4][C:5](=O)[CH3:6])(=[O:3])[CH3:2]>[Cl-].[Zn+2].[Cl-]>[C:1]([O:4][CH2:5][CH2:6][CH2:6][CH2:5][O:4][C:1](=[O:3])[CH3:2])(=[O:3])[CH3:2] |f:1.2.3|. Procedure details: A 100-mL flask is charged with 1000 mol. wt. PTMEG (5.0 g), acetic anhydride (32 g), and zinc chloride (1.0 g). The mixture is refluxed for 4 h at 140° C. Tetramethylene glycol diacetate is obtained in 31% yield.